From a dataset of the Open Reaction Database (ORD), a public repository of structured organic reaction records. describe an organic reaction: reactants, conditions, products, and yield Starting materials: CC(C)N1CCC(NC(=O)OC(C)(C)C)CC1, CO, O=C(O)C(F)(F)F. The product is CC(C)N1CCC(N)CC1. RXN SMILES: [C:1]([O:2][C:3](=[O:4])[NH:7][CH:8]1[CH2:9][CH2:10][N:11]([CH:14]([CH3:15])[CH3:16])[CH2:12][CH2:13]1)([CH3:5])([CH3:6])[CH3:17].[CH3:25][OH:26].[OH:18][C:19]([C:20]([F:21])([F:22])[F:23])=[O:24]>>[NH2:7][CH:8]1[CH2:9][CH2:10][N:11]([CH:14]([CH3:15])[CH3:16])[CH2:12][CH2:13]1. The reactants are O=C([O-])O, ClCCl, CCO, COc1cc(C(C)=O)cc([N+](=O)[O-])c1OC, [Na+], O, O, Cl[Sn]Cl. Product: COc1cc(C(C)=O)cc(N)c1OC. RXN SMILES: [C:22](=[O:23])([O-:24])[OH:25].[CH2:27]([Cl:28])[Cl:29].[CH3:30][CH2:31][OH:32].[CH3:6][O:7][c:8]1[cH:9][c:10]([C:19]([CH3:20])=[O:21])[cH:11][c:12]([N+:16]([O-:17])=[O:18])[c:13]1[O:14][CH3:15].[Na+:26].[OH2:1].[OH2:2].[Sn:3]([Cl:4])[Cl:5]>>[CH3:6][O:7][c:8]1[cH:9][c:10]([C:19]([CH3:20])=[O:21])[cH:11][c:12]([NH2:16])[c:13]1[O:14][CH3:15]. The reactants are Cl.C(C)(=O)C1CN2CCC1CC2 (3-acetyl quinuclidine hydrochloride), Cl.CON (O-methylhydroxylamine hydrochloride). The solvent is CO (methanol). Yields the product Cl.CON=C(C)C1CN2CCC1CC2 ((1-azabicyclo-[2,2,2]-octan-3-yl)-ethanone O-methyloxime hydrochloride). Yield: 67.9%. RXN SMILES: [ClH:1].[C:2]([CH:5]1[CH:10]2[CH2:11][CH2:12][N:7]([CH2:8][CH2:9]2)[CH2:6]1)(=O)[CH3:3].Cl.[CH3:14][O:15][NH2:16]>CO>[ClH:1].[CH3:14][O:15][N:16]=[C:2]([CH:5]1[CH:10]2[CH2:11][CH2:12][N:7]([CH2:8][CH2:9]2)[CH2:6]1)[CH3:3] |f:0.1,2.3,5.6|. Procedure details: 2.3 g of 3-acetyl quinuclidine hydrochloride (Helv. Chim. Acta (1963) 229, 2658) and 1.02 g of O-methylhydroxylamine hydrochloride are heated for 20 minutes to reflux in 30 cm3 of methanol. The solvent is evaporated and the residue is chromatographed on silica (eluant: chloroform-methanol 7-3). After crystallization from ethanol and from ether, 1.8 g of expected product is obtained. M.p.=186°-188° C. The reactants are O[C@H]1[C@@H](COC1)OC1=NC(=NC2=CC=CC=C12)N1CCNCC1 (4-[(3R,4R)-(4-Hydroxytetrahydrofuran-3-yl)oxy]-2-(1-piperazinyl)quinazoline), C(\C=C\C(=O)O)(=O)O (fumaric acid), C(C)O (ethanol). Yields the product O[C@@H]1[C@H](C[C@H]([C@@H]1O)OC)OC1=NC(=NC2=CC=CC=C12)N1CCNCC1 (4-[(1S,2S,3R,4R)-(2,3-Dihydroxy-4-methoxy-cyclopentan-1-yl)oxy]-2-(1-piperazinyl)quinazoline). RXN SMILES: [OH:1][C@@H:2]1[CH2:6][O:5][CH2:4][C@H:3]1[O:7][C:8]1[C:17]2[C:12](=[CH:13][CH:14]=[CH:15][CH:16]=2)[N:11]=[C:10]([N:18]2[CH2:23][CH2:22][NH:21][CH2:20][CH2:19]2)[N:9]=1.[C:24]([OH:31])(=O)/C=C/C(O)=O.[CH2:32](O)C>>[OH:1][C@H:2]1[C@@H:6]([OH:5])[C@H:32]([O:31][CH3:24])[CH2:4][C@@H:3]1[O:7][C:8]1[C:17]2[C:12](=[CH:13][CH:14]=[CH:15][CH:16]=2)[N:11]=[C:10]([N:18]2[CH2:19][CH2:20][NH:21][CH2:22][CH2:23]2)[N:9]=1. Reported procedure: 4-[(3R,4R)-(4-Hydroxytetrahydrofuran-3-yl)oxy]-2-(1-piperazinyl)quinazoline (cf. Example 19) (499 mg) and fumaric acid (192 mg) are dissolved in ethanol (20ml), and the mixture is allowed to stand at room temperature. The precipitated crystals are separated by filtration, and recrystallized from water-acetone to give 4-[(3R,4R)-(4-hydroxytetrahydrofuran-3-yl)oxy]-2-(1-piperazinyl) quinazoline 1/2 fumarate (462 mg) as crystals. Starting materials: COC(=O)c1cc(C(=O)N(C)C)cc(-c2cnc3c(c2)c(-c2ccccc2OC)nn3COCC[Si](C)(C)C)c1, CO, [Li+], [OH-], O, O. Product: COc1ccccc1-c1nn(COCC[Si](C)(C)C)c2ncc(-c3cc(C(=O)O)cc(C(=O)N(C)C)c3)cc12. As a reaction SMILES: [CH3:3][O:4][C:5]([c:6]1[cH:7][c:8]([C:9](=[O:10])[N:11]([CH3:12])[CH3:13])[cH:14][c:15](-[c:17]2[cH:18][c:19]3[c:20]([n:21][cH:22]2)[n:23]([CH2:34][O:35][CH2:36][CH2:37][Si:38]([CH3:39])([CH3:40])[CH3:41])[n:24][c:25]3-[c:26]2[c:27]([O:32][CH3:33])[cH:28][cH:29][cH:30][cH:31]2)[cH:16]1)=[O:42].[CH3:44][OH:45].[Li+:1].[OH-:2].[OH2:43].[OH2:46]>>[O:4]=[C:5]([c:6]1[cH:7][c:8]([C:9](=[O:10])[N:11]([CH3:12])[CH3:13])[cH:14][c:15](-[c:17]2[cH:18][c:19]3[c:20]([n:21][cH:22]2)[n:23]([CH2:34][O:35][CH2:36][CH2:37][Si:38]([CH3:39])([CH3:40])[CH3:41])[n:24][c:25]3-[c:26]2[c:27]([O:32][CH3:33])[cH:28][cH:29][cH:30][cH:31]2)[cH:16]1)[OH:42].